Dataset: the Open Reaction Database (ORD), a public repository of structured organic reaction records. Task: describe an organic reaction: reactants, conditions, products, and yield The reactants are BrBr, CC(=O)O, C1COCCO1, COC12CC3CC(C1)C(C(C)=O)(C3)C2, [Na+], [O-]Br, [OH-], O. The product is COC12CC3CC(C1)C(C(=O)O)(C3)C2. RXN SMILES: [Br:3][Br:4].[C:21]([OH:22])(=[O:23])[CH3:24].[CH2:25]1[O:26][CH2:27][CH2:28][O:29][CH2:30]1.[CH3:7][O:8][C:9]12[CH2:10][C:11]3([C:18]([CH3:19])=[O:20])[CH2:12][CH:13]([CH2:14][CH:15]3[CH2:16]1)[CH2:17]2.[Na+:2].[O-:5][Br:6].[OH-:1].[OH2:31]>>[CH3:7][O:8][C:9]12[CH2:10][C:11]3([C:18]([OH:20])=[O:23])[CH2:12][CH:13]([CH2:14][CH:15]3[CH2:16]1)[CH2:17]2. Reactants: C(\C=C\C(=O)O)(=O)O (Fumaric acid), S1C2=C(C=C1)C(=CC=C2)N2CCN(CC2)CCCCOC2=CC=C1C=CC(NC1=C2)=O (7-[4-(4-benzo[b]thiophen-4-yl-piperazin-1-yl)butoxy]-1H-quinolin-2-one). The solvent is CO (methanol), ClCCl (dichloromethane). Yields the product C(\C=C\C(=O)O)(=O)O.S1C2=C(C=C1)C(=CC=C2)N2CCN(CC2)CCCCOC2=CC=C1C=CC(NC1=C2)=O (7-[4-(4-benzo[b]thiophen-4-yl-piperazin-1-yl)butoxy]-1H-quinolin-2-one fumarate). RXN SMILES: [C:1]([OH:8])(=[O:7])/[CH:2]=[CH:3]/[C:4]([OH:6])=[O:5].[S:9]1[CH:13]=[CH:12][C:11]2[C:14]([N:18]3[CH2:23][CH2:22][N:21]([CH2:24][CH2:25][CH2:26][CH2:27][O:28][C:29]4[CH:38]=[C:37]5[C:32]([CH:33]=[CH:34][C:35](=[O:39])[NH:36]5)=[CH:31][CH:30]=4)[CH2:20][CH2:19]3)=[CH:15][CH:16]=[CH:17][C:10]1=2>CO.ClCCl>[C:1]([OH:8])(=[O:7])/[CH:2]=[CH:3]/[C:4]([OH:6])=[O:5].[S:9]1[CH:13]=[CH:12][C:11]2[C:14]([N:18]3[CH2:19][CH2:20][N:21]([CH2:24][CH2:25][CH2:26][CH2:27][O:28][C:29]4[CH:38]=[C:37]5[C:32]([CH:33]=[CH:34][C:35](=[O:39])[NH:36]5)=[CH:31][CH:30]=4)[CH2:22][CH2:23]3)=[CH:15][CH:16]=[CH:17][C:10]1=2 |f:4.5|. Procedure details: Fumaric acid was added to a solution of 7-[4-(4-benzo[b]thiophen-4-yl-piperazin-1-yl)butoxy]-1H-quinolin-2-one in methanol and dichloromethane and the solvent was evaporated under reduced pressure. The residue was recrystallized from ethanol and thereby 7-[4-(4-benzo[b]thiophen-4-yl-piperazin-1-yl)butoxy]-1H-quinolin-2-one fumarate was obtained in the form of a white powder. Reaction conditions: time 24 hour. Run in CN(C)C=O (DMF). The product is N1=C(C=CC2=CC=CC=C12)COC=1C=C2CCCC(C2=CC1)=O (3,4-Dihydro-6-(2-quinolylmethoxy)-1(2H)-naphthalenone). RXN SMILES: [OH:1][C:2]1[CH:3]=[C:4]2[C:9](=[CH:10][CH:11]=1)[C:8](=[O:12])[CH2:7][CH2:6][CH2:5]2.C(=O)([O-])[O-].[K+].[K+].Cl.Cl[CH2:21][C:22]1[CH:31]=[CH:30][C:29]2[C:24](=[CH:25][CH:26]=[CH:27][CH:28]=2)[N:23]=1.O>CN(C=O)C>[N:23]1[C:24]2[C:29](=[CH:28][CH:27]=[CH:26][CH:25]=2)[CH:30]=[CH:31][C:22]=1[CH2:21][O:1][C:2]1[CH:3]=[C:4]2[C:9](=[CH:10][CH:11]=1)[C:8](=[O:12])[CH2:7][CH2:6][CH2:5]2 |f:1.2.3,4.5|. Procedure: To a mixture of 6-hydroxytetralone, prepared as in step 1, (2.43 g, 15 mmol) and potassium carbonate (2.76 g, 20 mmol) in DMF (65 mL) was added chloromethylquinoline hydrochloride (3.42 g, 16 mmol), and the resulting mixture was stirred at ambient temperature for 24 hours. The reaction mixture was then poured into water (100 mL) and extracted with ethyl acetate (100 mL). The extract was dried with MgSO4 and concentrated in vacuo. The residue was chromatographed on silica gel eluting with 5:1 met... Starting materials: O (water), OC=1C=C2CCCC(C2=CC1)=O (6-hydroxytetralone), C([O-])([O-])=O.[K+].[K+] (potassium carbonate), Cl.ClCC1=NC2=CC=CC=C2C=C1 (chloromethylquinoline hydrochloride). The reactants are N1(CCC1)C1=CC=C(C=N1)NC(=O)C=1N(C2=CC=C(C=C2C1)Br)CC1=CC(=CC=C1)F (N-[6-(azetidin-1-yl)pyridin-3-yl]-5-bromo-1-[(3-fluorophenyl)methyl]-1H-indole-2-carboxamide), CN1C(CCC1)=O (1-methyl-2-pyrrolidinone), C(C)[SiH](C)CC (diethyl(methyl)silane), [O-]P([O-])(=O)OP(=O)([O-])OP(=O)([O-])[O-].[K+].[K+].[K+].[K+].[K+] (potassium triphosphate). Reagents/catalysts: CC(C)([P](C(C)(C)C)([Pd][P](C(C)(C)C)(C(C)(C)C)C(C)(C)C)C(C)(C)C)C (bis(tri-tert-butylphosphine)palladium). Yields the product N1(CCC1)C1=CC=C(C=N1)NC(=O)C=1N(C2=CC=C(C=C2C1[SiH](CC)CC)C)CC1=CC(=CC=C1)F (N-[6-(Azetidin-1-yl)pyridin-3-yl]-5-(methyl)diethylsilyl-1-[(3-fluorophenyl)methyl]-1H-indole-2-carboxamide). Reaction SMILES: [N:1]1([C:5]2[N:10]=[CH:9][C:8]([NH:11][C:12]([C:14]3[N:15]([CH2:24][C:25]4[CH:30]=[CH:29][CH:28]=[C:27]([F:31])[CH:26]=4)[C:16]4[C:21]([CH:22]=3)=[CH:20][C:19](Br)=[CH:18][CH:17]=4)=[O:13])=[CH:7][CH:6]=2)[CH2:4][CH2:3][CH2:2]1.[CH2:32]([SiH:34]([CH2:36][CH3:37])C)[CH3:33].[O-]P(OP(OP([O-])([O-])=O)([O-])=O)(=O)[O-].[K+].[K+].[K+].[K+].[K+].[CH3:56]N1CCCC1=O>CC(C)([P](C(C)(C)C)([Pd][P](C(C)(C)C)(C(C)(C)C)C(C)(C)C)C(C)(C)C)C>[N:1]1([C:5]2[N:10]=[CH:9][C:8]([NH:11][C:12]([C:14]3[N:15]([CH2:24][C:25]4[CH:30]=[CH:29][CH:28]=[C:27]([F:31])[CH:26]=4)[C:16]4[C:21]([C:22]=3[SiH:34]([CH2:36][CH3:37])[CH2:32][CH3:33])=[CH:20][C:19]([CH3:56])=[CH:18][CH:17]=4)=[O:13])=[CH:7][CH:6]=2)[CH2:4][CH2:3][CH2:2]1 |f:2.3.4.5.6.7,^1:65,71|. Procedure details: Compound No. 22 was prepared according to a process similar to that described in stage 8.4, by reacting 0.15 g (0.31 mmol) of N-[6-(azetidin-1-yl)pyridin-3-yl]-5-bromo-1-[(3-fluorophenyl)methyl]-1H-indole-2-carboxamide, prepared according to the protocol described in stage 17.3, with 95 mg (0.93 mmol) of diethyl(methyl)silane in the presence of 0.2 g (0.94 mmol) of potassium triphosphate and of 16 mg (0.03 mmol) of bis(tri-tert-butylphosphine)palladium in 2 ml of dry 1-methyl-2-pyrrolidinone (NM... Starting materials: BrCC(=O)OC (methyl bromoacetate), O (water), ClC1=C(OC2=CC3=C(N(C(C(O3)(C(=O)O)C)=O)C)C=C2)C=CC(=C1)C(F)(F)F (7-(2-Chloro-4-trifluoromethylphenoxy)-2,4-dimethyl-3,4-dihydro-3-oxo-2H-1,4-benzoxazine-2-carboxylic acid), ClC1=C(OC2=CC3=C(N(C(C(O3)(C(=O)O)C)=O)C)C=C2)C=CC(=C1)C(F)(F)F (7-(2-Chloro-4-trifluoromethylphenoxy)-2,4-dimethyl-3,4-dihydro-3-oxo-2H-1,4-benzoxazine-2-carboxylic acid), C1(CCCCC1)NC1CCCCC1 (dicyclohexylamine). The solvent is CN(C)C=O (DMF). Run at temperature 60 celsius, time 15 minute. The product is ClC1=C(OC2=CC3=C(N(C(C(O3)(C(=O)OCC(=O)OC)C)=O)C)C=C2)C=CC(=C1)C(F)(F)F (Methoxycarbonylmethyl 7-(2-chloro-4-trifluoromethylphenoxy)-2,4-dimethyl-3,4-dihydro-3-oxo-2H-1,4-benzoxazine-2-carboxylate). Yield: 63.9%. Reaction SMILES: [Cl:1][C:2]1[CH:24]=[C:23]([C:25]([F:28])([F:27])[F:26])[CH:22]=[CH:21][C:3]=1[O:4][C:5]1[CH:20]=[CH:19][C:8]2[N:9]([CH3:18])[C:10](=[O:17])[C:11]([CH3:16])([C:13]([OH:15])=[O:14])[O:12][C:7]=2[CH:6]=1.C1(NC2CCCCC2)CCCCC1.Br[CH2:43][C:44]([O:46][CH3:47])=[O:45].O>CN(C=O)C>[Cl:1][C:2]1[CH:24]=[C:23]([C:25]([F:26])([F:27])[F:28])[CH:22]=[CH:21][C:3]=1[O:4][C:5]1[CH:20]=[CH:19][C:8]2[N:9]([CH3:18])[C:10](=[O:17])[C:11]([CH3:16])([C:13]([O:15][CH2:43][C:44]([O:46][CH3:47])=[O:45])=[O:14])[O:12][C:7]=2[CH:6]=1. Reported procedure: 7-(2-Chloro-4-trifluoromethylphenoxy)-2,4-dimethyl-3,4-dihydro-3-oxo-2H-1,4-benzoxazine-2-carboxylic acid (Compound 23) (0.4 g) was dissolved in DMF (0.2 ml) and dicyclohexylamine (0.2 ml) was added thereto, followed by stirring at 60° C. for 15 minutes. Then methyl bromoacetate (0.2 g) was added, the mixture further stirred at 60° C. for 3 hours, to the reaction mixture was added water (20 ml), and the mixture was extracted twice with ethyl acetate (20 ml). The extract was washed with water and... Reactants: Cl (hydrochloric acid), [Na] (sodium), ClC1=C(C(=O)O)C=CC=N1 (2-chloronicotinic acid), C1(=CC=CC=C1)O (phenol). Solvent: CO (methanol). Run at temperature 100 celsius, time 16 hour. The product is O(C1=CC=CC=C1)C1=C(C(=O)O)C=CC=N1 (2-phenoxynicotinic acid). Isolated yield 86.9%. As a reaction SMILES: [Na].[C:2]1([OH:8])[CH:7]=[CH:6][CH:5]=[CH:4][CH:3]=1.Cl[C:10]1[N:18]=[CH:17][CH:16]=[CH:15][C:11]=1[C:12]([OH:14])=[O:13].Cl>CO>[O:8]([C:10]1[N:18]=[CH:17][CH:16]=[CH:15][C:11]=1[C:12]([OH:14])=[O:13])[C:2]1[CH:7]=[CH:6][CH:5]=[CH:4][CH:3]=1 |^1:0|. Reported procedure: 55.2 g of sodium was added portionwise to 1500 ml of anhydrous methanol. When the reaction was complete 120 g of phenol and 200 g of 2-chloronicotinic acid were added, and the mixture was heated until completely solubilized. The methanol was removed by distillation, and the residue heated to 180°-200° C. for 5 minutes. The molten mass was cooled to about 100° C., and water was added slowly. The solution obtained was acidified with hydrochloric acid. After standing for about 16 hours, the solid o... Starting materials: COC=1C(=C2C(=NC=NC2=CC1OC)NC1=CC=CC=C1)[N+](=O)[O-] ((6,7-dimethoxy-5-nitro-quinazolin-4-yl)-phenyl-amine), [NH4+].[Cl-] (NH4Cl). Reagents/catalysts: [Zn] (Zn). The solvent is CO (MeOH), O (H2O), C(Cl)(Cl)Cl (CHCl3). Reaction conditions: time 1 hour. Yields the product COC1=C(C=2C(=NC=NC2C=C1OC)NC1=CC=CC=C1)N (6,7-dimethoxy-N 4-phenyl-quinazoline-4,5-diamine). As a reaction SMILES: [CH3:1][O:2][C:3]1[C:4]([N+:22]([O-])=O)=[C:5]2[C:10](=[CH:11][C:12]=1[O:13][CH3:14])[N:9]=[CH:8][N:7]=[C:6]2[NH:15][C:16]1[CH:21]=[CH:20][CH:19]=[CH:18][CH:17]=1.[NH4+].[Cl-]>CO.O.C(Cl)(Cl)Cl.[Zn]>[CH3:1][O:2][C:3]1[C:12]([O:13][CH3:14])=[CH:11][C:10]2[N:9]=[CH:8][N:7]=[C:6]([NH:15][C:16]3[CH:17]=[CH:18][CH:19]=[CH:20][CH:21]=3)[C:5]=2[C:4]=1[NH2:22] |f:1.2|. Reported procedure: To a solution of (6,7-dimethoxy-5-nitro-quinazolin-4-yl)-phenyl-amine (1.0 g, 3.14 mmol) (from Example 1, Step B, supra), NH4Cl (1.7 g, 31.4 mmol) in MeOH, H2O and CHCl3 (40 mL, 2:1:1) was added Zn powder (2.0 g, 31.4 mmol) (Aldrich). The reaction mixture was stirred at room temperature for 1 hour. The mixture was then filtered, the filtrate was concentrated and then extracted with chloroform (100 mL). The organic layer was separated, dried over Na2SO4, and concentrated. The residue was purified...